Dataset: the Open Reaction Database (ORD), a public repository of structured organic reaction records. Task: describe an organic reaction: reactants, conditions, products, and yield The reactants are N1=CC=CC=C1 (pyridine), C(=O)(C(=O)OCC)Cl (ethoxalyl chloride), C(C(=C)C)(=O)N (methacrylamide), O (water). The solvent is C(Cl)(Cl)Cl (chloroform), C(Cl)(Cl)Cl (chloroform), C(Cl)(Cl)Cl (chloroform). Run at time 10 minute. Yields the product C(=O)(C(=O)OCC)NC(C(=C)C)=O (N-ethoxalylmethacrylamide). The yield is 31.8%. Reaction SMILES: [C:1](Cl)([C:3]([O:5][CH2:6][CH3:7])=[O:4])=[O:2].[C:9]([NH2:14])(=[O:13])[C:10]([CH3:12])=[CH2:11].N1C=CC=CC=1.O>C(Cl)(Cl)Cl>[C:1]([NH:14][C:9](=[O:13])[C:10]([CH3:12])=[CH2:11])([C:3]([O:5][CH2:6][CH3:7])=[O:4])=[O:2]. Procedure details: Into the same reaction vessel as used in Example 1, ethoxalyl chloride (12.3 g; 0.09 mol) was charged, and the reaction vessel was cooled in an ice bath. A solution of methacrylamide (7.7 g; 0.09 mol) in chloroform (32.4 ml) was dropwise added thereto in 10 minutes. After completion of the addition, a mixture of pyridine (7.2 g; 0.09 mol) and chloroform (10 ml) was added thereto, and the resulting mixture was stirred at room temperature for 1 hour. The reaction mixture was shaken with chloroform... Reactants: BrC1[C@]2(O[C@@H]3[C@H]([C@@H]2C)[C@]2([C@H]([C@@H]([C@@H]4[C@]5(CC[C@@H](C[C@@H]5CC[C@H]4[C@@H]2C3)O)C)O)O)C)OC[C@@H](C1)C ((3β,5α, 11β,12α,25R)-23-bromo-spirostan-3,11,12-triol), BrC1[C@]2(O[C@@H]3[C@H]([C@@H]2C)[C@]2([C@H]([C@@H]([C@@H]4[C@]5(CC[C@@H](C[C@@H]5CC[C@H]4[C@@H]2C3)O)C)O)OC(C(Cl)(Cl)Cl)=O)C)OC[C@@H](C1)C ((3β,5α,11β,12α,25R)-23-bromo-12-(trichloroacetoxy)spirostan-3,11-diol), [OH-].[Na+] (sodium hydroxide). Solvent: O (water), C(C)O (ethanol). Yields the product BrC1[C@]2(O[C@@H]3[C@H]([C@@H]2C)[C@]2([C@H]4[C@@H]([C@@H]5[C@]6(CC[C@@H](C[C@@H]6CC[C@H]5[C@@H]2C3)O)C)O4)C)OC[C@@H](C1)C ((3β,5α,11β,12β,25R)-23-bromo-11,12-epoxyspirostan-3-ol). As a reaction SMILES: BrC1C[C@@H](C)CO[C@@]21[C@@H](C)[C@@H]1[C@]3(C)[C@@H](C[C@@H]1O2)[C@H]1[C@@H]([C@]2(C)[C@@H](CC1)C[C@@H](O)CC2)[C@@H](O)[C@@H]3O.[Br:34][CH:35]1[CH2:71][C@@H:70]([CH3:72])[CH2:69][O:68][C@@:36]21[C@@H:40]([CH3:41])[C@@H:39]1[C@:42]3([CH3:67])[C@@H:55]([CH2:56][C@@H:38]1[O:37]2)[C@H:54]1[C@@H:45]([C@:46]2([CH3:58])[C@@H:51]([CH2:52][CH2:53]1)[CH2:50][C@@H:49]([OH:57])[CH2:48][CH2:47]2)[C@@H:44](O)[C@@H:43]3[O:60]C(=O)C(Cl)(Cl)Cl.[OH-].[Na+]>O.C(O)C>[Br:34][CH:35]1[CH2:71][C@@H:70]([CH3:72])[CH2:69][O:68][C@@:36]21[C@@H:40]([CH3:41])[C@@H:39]1[C@:42]3([CH3:67])[C@@H:55]([CH2:56][C@@H:38]1[O:37]2)[C@H:54]1[C@@H:45]([C@:46]2([CH3:58])[C@@H:51]([CH2:52][CH2:53]1)[CH2:50][C@@H:49]([OH:57])[CH2:48][CH2:47]2)[C@H:44]1[O:60][C@@H:43]31 |f:2.3|. Procedure details: The following procedure is a variation of that described in Helv. Chim. Act., 1953, 36, 1241. (3β,5α,11α,12β,25R)-11,23-dibromospirostan-3,12-diol (18.08 g) was dissolved in pyridine (500 mL) at room temperature and treated with silver oxide (70.0 g). The resulting mixture was stirred in the dark for 71 hours. The mixture was filtered and the solid washed with ether and then chloroform. These washes were combined with the filtrate and concentrated. The resulting solid was purified by flash chrom... Starting materials: [H-].[H-].[H-].[H-].[Li+].[Al+3] (LAH), C1CCOC1 (THF), Cl (hydrochloric acid), C(CCCC)C1CCC(CC1)C1CCC(CC1)CCCC=O (4-(4-pentylcyclohexyl)-(oxobutyl)cyclohexane), C1CCOC1 (THF), C(C)(=O)OCC (ethyl acetate). Conditions: time 5 hour. Yields the product C(CCCC)C1CCC(CC1)C1CCC(CC1)CC(CC)O (4-(4-pentylcyclohexyl)-(2-hydroxybutyl)cyclohexane). Isolated yield 99.0%. Reaction SMILES: [CH2:1]([CH:6]1[CH2:11][CH2:10][CH:9]([CH:12]2[CH2:17][CH2:16][CH:15]([CH2:18]CCC=O)[CH2:14][CH2:13]2)[CH2:8][CH2:7]1)[CH2:2][CH2:3][CH2:4][CH3:5].[H-].[H-].[H-].[H-].[Li+].[Al+3].C(OCC)(=O)C.Cl.[CH2:36]1C[O:39][CH2:38][CH2:37]1>>[CH2:1]([CH:6]1[CH2:7][CH2:8][CH:9]([CH:12]2[CH2:17][CH2:16][CH:15]([CH2:18][CH:38]([OH:39])[CH2:37][CH3:36])[CH2:14][CH2:13]2)[CH2:10][CH2:11]1)[CH2:2][CH2:3][CH2:4][CH3:5] |f:1.2.3.4.5.6|. Reported procedure: While keeping inside of a reaction system at a temperature of lower than 10° C., a solution of 5.0 g (16.3 mmol) of 4-(4-pentylcyclohexyl)-(oxobutyl)cyclohexane obtained in Example 1 and dissolved in 35 ml of THF was added dropwise to a mixture of 0.46 g (12.2 mmol) of LAH and 2.5 ml of THF and further stirred for 5 hours at a room temperature. Under cooled condition, 5 ml of ethyl acetate and then 100 ml of 6N hydrochloric acid were added to terminate the reaction. After extracted with 50 ml of... Reactants: ClCCCCOC1=CC=CC2=C1C(OC(N2)=O)(CC)CC (4-chlorobutoxy-4,4-diethyl-4H-3,1-benzoxazin-2-one), C1(=CC=CC=C1)S (thiophenol). Product: C1(=CC=CC=C1)SCCCCOC=1C=CC2=C(C(OC(N2)=O)(CC)CC)C1 (6-(4-Phenylmercapto-butoxy)-4,4-diethyl-4H-3,1-benzoxazin-2-one). As a reaction SMILES: ClCCCCO[C:7]1[C:12]2[C:13]([CH2:20][CH3:21])([CH2:18][CH3:19])[O:14][C:15](=[O:17])[NH:16][C:11]=2[CH:10]=[CH:9][CH:8]=1.[C:22]1([SH:28])[CH:27]=[CH:26][CH:25]=[CH:24][CH:23]=1>>[C:22]1([S:28][CH2:10][CH2:11][CH2:12][CH2:13][O:14][C:8]2[CH:9]=[CH:10][C:11]3[NH:16][C:15](=[O:17])[O:14][C:13]([CH2:18][CH3:19])([CH2:20][CH3:21])[C:12]=3[CH:7]=2)[CH:27]=[CH:26][CH:25]=[CH:24][CH:23]=1. Reported procedure: Prepared analogously to Example 1 from 6-(4-chlorobutoxy-4,4-diethyl-4H-3,1-benzoxazin-2-one and thiophenol.